Dataset: the Open Reaction Database (ORD), a public repository of structured organic reaction records. Task: describe an organic reaction: reactants, conditions, products, and yield The reactants are O=C1CCN(CC1)C1=CC=C(C(=O)O)C=C1 (4-(4-Oxo-piperidine-1-y)-benzoic acid), Cl.C(C)OC(CN)=O (glycine ethyl ester hydrochloride). Yields the product O=C1CCN(CC1)C1=CC=C(C(=O)NCC(=O)OCC)C=C1 (Ethyl {[4-(4-oxo-1-piperidineyl)benzoyl]amino}acetate). Reaction SMILES: [O:1]=[C:2]1[CH2:7][CH2:6][N:5]([C:8]2[CH:16]=[CH:15][C:11]([C:12]([OH:14])=O)=[CH:10][CH:9]=2)[CH2:4][CH2:3]1.Cl.[CH2:18]([O:20][C:21](=[O:24])[CH2:22][NH2:23])[CH3:19]>>[O:1]=[C:2]1[CH2:3][CH2:4][N:5]([C:8]2[CH:9]=[CH:10][C:11]([C:12]([NH:23][CH2:22][C:21]([O:20][CH2:18][CH3:19])=[O:24])=[O:14])=[CH:15][CH:16]=2)[CH2:6][CH2:7]1 |f:1.2|. Reported procedure: The title compound was prepared from 4-(4-oxo-piperidine-1-yl)-benzoic acid (which was obtained in Example 151) and glycine ethyl ester hydrochloride according to the procedure of Example 154 as a pale yellowish solid; 1H NMR (300 MHz, DMSO-d6) δ 1.20 (t, J=7.1 Hz, 3H), 2.43 (t, J=6.1 Hz, 4H), 3.72 (t, J=6.1 Hz, 4H), 3.95 (d, J=5.8 Hz, 2H), 4.10 (q, J=7.1 Hz, 2H), 7.04 (d, J=8.9 Hz, 2H), 7.77 (d, J=8.9 Hz, 2H), 8.63 (t, J=5.8 Hz, 1H); MS (ES) m/z: 305.2 (MH+); HRMS Calcd. for C18H22N2O4 (M+): 30... Reactants: COCCOCCOCCN1C(SC2=C1C=CC1=CC=CC=C12)=O (3-methoxyethoxyethoxyethylnaphtho[2,1-d]thiazoline-2-on), COC=1C=CC(=CC1)P2(=S)SP(=S)(S2)C=3C=CC(=CC3)OC (Lawesson's reagent), resultant mixture. Solvent: C1(=CC=CC=C1)C (toluene). Run at time 2 hour. Product: COCCOCCOCCN1C(SC2=C1C=CC1=CC=CC=C12)=S (3-methoxyethoxyethoxyethylnaphtho[2,1-d]thiazoline-2-thion). Reaction SMILES: [CH3:1][O:2][CH2:3][CH2:4][O:5][CH2:6][CH2:7][O:8][CH2:9][CH2:10][N:11]1[C:15]2[CH:16]=[CH:17][C:18]3[C:23]([C:14]=2[S:13][C:12]1=O)=[CH:22][CH:21]=[CH:20][CH:19]=3.COC1C=CC(P2(SP(C3C=CC(OC)=CC=3)(=S)S2)=[S:34])=CC=1>C1(C)C=CC=CC=1>[CH3:1][O:2][CH2:3][CH2:4][O:5][CH2:6][CH2:7][O:8][CH2:9][CH2:10][N:11]1[C:15]2[CH:16]=[CH:17][C:18]3[C:23]([C:14]=2[S:13][C:12]1=[S:34])=[CH:22][CH:21]=[CH:20][CH:19]=3. Procedure details: 1.7 g of 3-methoxyethoxyethoxyethylnaphtho[2,1-d]thiazoline-2-on, 2.4 g of Lawesson's reagent and 10 ml of toluene were fed into a 50 ml short-neck flask provided with a reflux condenser. The resultant mixture was heated under reflux and stirring for 2 hours. After cooling to room temperature followed by purification by column chromatography (hexane:ethyl acetate=3:1), the intended compound was obtained. Starting materials: P(OC(C)(C)C)(OC(C)(C)C)[O-] (di-tert-butyl phosphite), [O-]P([O-])(=O)OP(=O)([O-])[O-] (diphosphate), C(C1=CC=CC=C1)OP(=O)(OCC1=CC=CC=C1)[O-] (dibenzylphosphate), halide, C(C)(C)N(P(=O)(N)Cl)C(C)C (N,N-diisopropylphosphorodiamidic chloride). Yields the product C(C)OP(OCC)(=O)C#N (diethylcyano-phosphonate). Reaction SMILES: [P:1]([O-:12])([O:7][C:8](C)(C)[CH3:9])[O:2][C:3](C)(C)[CH3:4].[CH:13]([N:16](C(C)C)P(Cl)(N)=O)(C)C.[O-]P(OP([O-])([O-])=O)(=O)[O-].C(OP([O-])(OCC1C=CC=CC=1)=O)C1C=CC=CC=1>>[CH2:3]([O:2][P:1]([C:13]#[N:16])(=[O:12])[O:7][CH2:8][CH3:9])[CH3:4]. Reported procedure: In order to try different protecting groups on the phosphate, several other methods of phosphorylation were attempted. These included the use of alkylamidophosphines, which have been shown to readily phosphorylate alcohols and phenols in high yield. For example, di-tert-butyloxy (N,N-diisopropylamido)phosphine, prepared from dichloro(N,N-diisopropylamido)phosphine and tert-butanol was allowed to react with diphenol 1 in the presence of 1H-tetrazole. After phosphorylating diphenol 1, subsequent i... The reactants are C(C)OC(C(CC1=CC=C(C=C1)C#CCCCBr)OC)=O (3-[4-(5-Bromo-pent-1-ynyl)-phenyl]-2-methoxy-propionic acid ethyl ester), OC=1C=C2C(C=C(OC2=CC1)C1=CC=CC=C1)=O (6-hydroxyflavone). The product is CO[C@H](C(=O)O)CC1=CC=C(C=C1)C#CCCCOC=1C=C2C(C=C(OC2=CC1)C1=CC=CC=C1)=O ((2S)-2-Methoxy-3-{4-[5-(4-oxo-2-phenyl-4H-chromen-6-yloxy)-pent-1-ynyl]-phenyl}-propionic acid). As a reaction SMILES: C([O:3][C:4](=[O:21])[CH:5]([O:19][CH3:20])[CH2:6][C:7]1[CH:12]=[CH:11][C:10]([C:13]#[C:14][CH2:15][CH2:16][CH2:17]Br)=[CH:9][CH:8]=1)C.[OH:22][C:23]1[CH:24]=[C:25]2[C:30](=[CH:31][CH:32]=1)[O:29][C:28]([C:33]1[CH:38]=[CH:37][CH:36]=[CH:35][CH:34]=1)=[CH:27][C:26]2=[O:39]>>[CH3:20][O:19][C@@H:5]([CH2:6][C:7]1[CH:8]=[CH:9][C:10]([C:13]#[C:14][CH2:15][CH2:16][CH2:17][O:22][C:23]2[CH:24]=[C:25]3[C:30](=[CH:31][CH:32]=2)[O:29][C:28]([C:33]2[CH:38]=[CH:37][CH:36]=[CH:35][CH:34]=2)=[CH:27][C:26]3=[O:39])=[CH:11][CH:12]=1)[C:4]([OH:3])=[O:21]. Reported procedure: The title compound was prepared from 3-[4-(5-Bromo-pent-1-ynyl)-phenyl]-2-methoxy-propionic acid ethyl ester from Example 24, Step A and 6-hydroxyflavone in a manner analogous to that described for Example 24, Step B. MS(ES) for C30H26O6[M+H]+:483.2 Reactants: Cc1ccccc1, Nc1ccccc1[N+](=O)[O-], O, O=Cc1ccccn1. The product is O=[N+]([O-])c1ccccc1N=Cc1ccccn1. As a reaction SMILES: [CH3:20][c:21]1[cH:22][cH:23][cH:24][cH:25][cH:26]1.[N+:1](=[O:2])([O-:3])[c:4]1[c:5]([NH2:6])[cH:7][cH:8][cH:9][cH:10]1.[OH2:19].[n:11]1[c:12]([CH:17]=[O:18])[cH:13][cH:14][cH:15][cH:16]1>>[N+:1](=[O:2])([O-:3])[c:4]1[c:5]([N:6]=[CH:17][c:12]2[n:11][cH:16][cH:15][cH:14][cH:13]2)[cH:7][cH:8][cH:9][cH:10]1. The reactants are ClC1=NC=CC=C1N (2-chloro-3-aminopyridine), S(=O)(Cl)Cl (thionyl chloride). Run in CCOCC (Et2O). Conditions: time 15 hour. Product: ClC1=NC=CC=C1N=S=O (2-chloro-3-thionylaminopyridine). As a reaction SMILES: [Cl:1][C:2]1[C:7]([NH2:8])=[CH:6][CH:5]=[CH:4][N:3]=1.[S:9](Cl)(Cl)=[O:10]>CCOCC>[Cl:1][C:2]1[C:7]([N:8]=[S:9]=[O:10])=[CH:6][CH:5]=[CH:4][N:3]=1. Procedure details: A solution of 2-chloro-3-aminopyridine (12.9 g, 0.1 m) and thionyl chloride (5.5 g, 0.05 m) in Et2O (100 ml) is heated at reflux with stirring. After 15 hours, the 2-chloro-3-aminopyridine HCl is filtered off and the solution concentrated to dryness to yield 2-chloro-3-thionylaminopyridine (1).